This data is from the Open Reaction Database (ORD), a public repository of structured organic reaction records. The task is: describe an organic reaction: reactants, conditions, products, and yield Reactants: C(#N)CP(OCC)(OCC)=O (diethyl cyanomethylphosphonate), CN1CCCN(C1=O)C (DMPU), [H-].[Na+] (sodium hydride), oil, ClC=1C=C(C=CC1)[C@H]1C[C@](C(N([C@@H]1C1=CC=C(C=C1)Cl)[C@H](C=O)CC)=O)(C)CC1OC(OC1)(C)C ((2S)-2-((3R,5R,6S)-5-(3-chlorophenyl)-6-(4-chlorophenyl)-3-((2,2-dimethyl-1,3-dioxolan-4-yl)methyl)-3-methyl-2-oxopiperidin-1-yl)butanal). The solvent is C1CCOC1 (THF), C1CCOC1 (THF). Run at time 30 minute. The product is ClC=1C=C(C=CC1)[C@H]1C[C@](C(N([C@@H]1C1=CC=C(C=C1)Cl)[C@H](C=CC#N)CC)=O)(C)CC1OC(OC1)(C)C ((4S)-4-((3R,5R,6S)-5-(3-chlorophenyl)-6-(4-chlorophenyl)-3-((2,2-dimethyl-1,3-dioxolan-4-yl)methyl)-3-methyl-2-oxopiperidin-1-yl)hex-2-ene nitrile). Reaction SMILES: [C:1]([CH2:3]P(=O)(OCC)OCC)#[N:2].CN1C(=O)N(C)CCC1.[H-].[Na+].[Cl:23][C:24]1[CH:25]=[C:26]([C@@H:30]2[C@@H:35]([C:36]3[CH:41]=[CH:40][C:39]([Cl:42])=[CH:38][CH:37]=3)[N:34]([C@@H:43]([CH2:46][CH3:47])[CH:44]=O)[C:33](=[O:48])[C@:32]([CH2:50][CH:51]3[CH2:55][O:54][C:53]([CH3:57])([CH3:56])[O:52]3)([CH3:49])[CH2:31]2)[CH:27]=[CH:28][CH:29]=1>C1COCC1>[Cl:23][C:24]1[CH:25]=[C:26]([C@@H:30]2[C@@H:35]([C:36]3[CH:37]=[CH:38][C:39]([Cl:42])=[CH:40][CH:41]=3)[N:34]([C@@H:43]([CH2:46][CH3:47])[CH:44]=[CH:3][C:1]#[N:2])[C:33](=[O:48])[C@:32]([CH2:50][CH:51]3[CH2:55][O:54][C:53]([CH3:57])([CH3:56])[O:52]3)([CH3:49])[CH2:31]2)[CH:27]=[CH:28][CH:29]=1 |f:2.3|. Procedure: To a solution of diethyl cyanomethylphosphonate (126 μL, 0.799 mmol) and DMPU (481 μL, 3.99 mmol) in THF (1.33 mL) was added 60% sodium hydride in mineral oil (24.0 mg, 0.599 mmol) at 0° C. The mixture was stirred for 30 min, and then treated with a solution of (2S)-2-((3R,5R,6S)-5-(3-chlorophenyl)-6-(4-chlorophenyl)-3-((2,2-dimethyl-1,3-dioxolan-4-yl)methyl)-3-methyl-2-oxopiperidin-1-yl)butanal prepared above in Step D (207 mg, 0.399 mmol) in THF (1.33 mL). After being stirred for 4 h, the reac... Starting materials: COC1=NC=CN=C1C (2-methoxy-3-methylpyrazine), BrN1C(CCC1=O)=O (N-bromosuccinimide), N(=NC(C#N)(C)C)C(C#N)(C)C (2,2′-azobis(2-methylpropionitrile)), crude mixture. The solvent is C(Cl)(Cl)(Cl)Cl (CCl4). Yields the product BrCC1=NC=CN=C1OC (2-(Bromomethyl)-3-methoxypyrazine). RXN SMILES: [CH3:1][O:2][C:3]1[C:8]([CH3:9])=[N:7][CH:6]=[CH:5][N:4]=1.[Br:10]N1C(=O)CCC1=O.N(C(C)(C)C#N)=NC(C)(C)C#N>C(Cl)(Cl)(Cl)Cl>[Br:10][CH2:9][C:8]1[C:3]([O:2][CH3:1])=[N:4][CH:5]=[CH:6][N:7]=1. Reported procedure: 2-methoxy-3-methylpyrazine (0.943 mL, 8.06 mmol), N-bromosuccinimide (1.505 g, 8.46 mmol) and 2,2′-azobis(2-methylpropionitrile) (0.132 g, 0.806 mmol) were heated at reflux in CCl4 (65.5 mL) (oil bath=100° C.) for 2.5 h. LCMS indicated formation of the product. The crude mixture was cooled, filtered and purified by flash chromatography (SiO2, Biotage 40M cartridge). The column was eluted with a CH2Cl2/hexanes mixture (0% to 100%). Related fractions were pooled and co-evaporated with toluene to a... The reactants are C(C)(C)(C)OC(=O)N1C2COCC1CC(C2)=O (7-oxo-3-oxa-9-aza-bicyclo[3.3.1]nonane-9-carboxylic acid tert-butyl ester), [BH4-].[Na+] (NaBH4), FC(C(=O)O)(F)F (Trifluoroacetic acid). Solvent: C(Cl)Cl (CH2Cl2), CO (MeOH). Reaction conditions: time 8 hour. Product: C12COCC(CC(C1)O)N2 (3-oxa-9-aza-bicyclo[3.3.1]nonan-7-ol). Reaction SMILES: C(OC([N:8]1[CH:13]2[CH2:14][C:15](=[O:17])[CH2:16][CH:9]1[CH2:10][O:11][CH2:12]2)=O)(C)(C)C.[BH4-].[Na+].FC(F)(F)C(O)=O>CO.C(Cl)Cl>[CH:9]12[NH:8][CH:13]([CH2:14][CH:15]([OH:17])[CH2:16]1)[CH2:12][O:11][CH2:10]2 |f:1.2|. Procedure: To a stirred solution of 7-oxo-3-oxa-9-aza-bicyclo[3.3.1]nonane-9-carboxylic acid tert-butyl ester (100 mg, 0.41 mmol) in MeOH (5 mL) was added NaBH4 (47 mg, 1.24 mmol) in one portion at room temperature. The mixture was stirred at room temperature overnight, and then quenched with sat. NaHCO3. The mixture was extracted with EtOAc (20 mL) three times. The organic layer was washed with sat. NaHCO3 and brine (20 mL) respectively. The organic layer was dried over Na2SO4, and then filtered. The solv... The reactants are CCOC(=O)CN1CC2CC3C4CC(F)C5=CC(=O)C=CC5(C)C4(F)C(O)CC3(C)C2(C(=O)COC(C)=O)C1, CCO, [K+], [K+], O=C([O-])[O-]. The product is CCOC(=O)CN1CC2CC3C4CC(F)C5=CC(=O)C=CC5(C)C4(F)C(O)CC3(C)C2(C(=O)CO)C1. RXN SMILES: [CH2:1]([CH3:2])[O:3][C:4]([CH2:5][N:6]1[CH2:7][CH:8]2[CH2:9][CH:10]3[C:11]([CH3:38])([CH2:12][CH:13]([OH:28])[C:14]4([F:27])[C:15]5([CH3:26])[CH:16]=[CH:17][C:18](=[O:25])[CH:19]=[C:20]5[CH:21]([F:24])[CH2:22][CH:23]34)[C:29]2([C:31]([CH2:32][O:33][C:34](=[O:35])[CH3:36])=[O:37])[CH2:30]1)=[O:39].[CH3:46][CH2:47][OH:48].[K+:40].[K+:41].[O-:42][C:43]([O-:44])=[O:45]>>[CH2:1]([CH3:2])[O:3][C:4]([CH2:5][N:6]1[CH2:7][CH:8]2[CH2:9][CH:10]3[C:11]([CH3:38])([CH2:12][CH:13]([OH:28])[C:14]4([F:27])[C:15]5([CH3:26])[CH:16]=[CH:17][C:18](=[O:25])[CH:19]=[C:20]5[CH:21]([F:24])[CH2:22][CH:23]34)[C:29]2([C:31]([CH2:32][OH:33])=[O:37])[CH2:30]1)=[O:39]. Product: C(#N)C1=CC(=C(CN2N=CC3=CC(=CC=C23)\C=C/2\C(N(C(S2)=O)NS(=O)(=O)C)=O)C=C1)C(F)(F)F (N-[(5Z)-5-({1-[4-Cyano-2-(trifluoromethyl)benzyl]-1H-indazol-5-yl}methylidene)-2,4-dioxo-1,3-thiazolidin-3-yl]methanesulfonamide). RXN SMILES: [O:1]=[C:2]1[N:6]([NH:7][S:8]([CH3:11])(=[O:10])=[O:9])[C:5](=[O:12])[CH2:4][S:3]1.[C:13]([C:15]1[CH:42]=[CH:41][C:18]([CH2:19][N:20]2[C:28]3[C:23](=[CH:24][C:25](/[CH:29]=C4/C(=O)N(CC(O)=O)C(=O)S/4)=[CH:26][CH:27]=3)[CH:22]=[N:21]2)=[C:17]([C:43]([F:46])([F:45])[F:44])[CH:16]=1)#[N:14]>>[C:13]([C:15]1[CH:42]=[CH:41][C:18]([CH2:19][N:20]2[C:28]3[C:23](=[CH:24][C:25](/[CH:29]=[C:4]4/[C:5](=[O:12])[N:6]([NH:7][S:8]([CH3:11])(=[O:10])=[O:9])[C:2](=[O:1])[S:3]/4)=[CH:26][CH:27]=3)[CH:22]=[N:21]2)=[C:17]([C:43]([F:46])([F:45])[F:44])[CH:16]=1)#[N:14]. The reactants are O=C1SCC(N1NS(=O)(=O)C)=O (N-(2,4-dioxothiazolidin-3-yl)methanesulfonamide), C(#N)C1=CC(=C(CN2N=CC3=CC(=CC=C23)\C=C/2\C(N(C(S2)=O)CC(=O)O)=O)C=C1)C(F)(F)F ([(5Z)-5-({1-[4-Cyano-2-(trifluoromethyl)benzyl]-1H-indazol-5-yl}methylidene)-2,4-dioxo-1,3-thiazolidin-3-yl]acetic acid). Procedure details: N-[(5Z)-5-({1-[4-Cyano-2-(trifluoromethyl)benzyl]-1H-indazol-5-yl}methylidene)-2,4-dioxo-1,3-thiazolidin-3-yl]methanesulfonamide was prepared from N-(2,4-dioxothiazolidin-3-yl)methanesulfonamide (from Example 360) and [4-cyano-2-(trifluoromethyl)benzyl]-1H-indazol-5-carbaldehyde (from Example 346) following General Procedure E.